The task is: describe an organic reaction: reactants, conditions, products, and yield. This data is from the Open Reaction Database (ORD), a public repository of structured organic reaction records. The reactants are CN([S@@](=O)C(C)(C)C)[C@H](C=C)C1=CC(=CC(=C1)C(F)(F)F)B1OC(C(O1)(C)C)(C)C ((S)-N,2-dimethyl-N-((R)-1-(3-(4,4,5,5-tetramethyl-1,3,2-dioxaborolan-2-yl)-5-(trifluoromethyl)phenyl)allyl)propane-2-sulfinamide), [OH-].[Na+] (NaOH), OO (H2O2). Solvent: C1CCOC1 (THF). Conditions: time 2 hour. Yields the product OC=1C=C(C=C(C1)C(F)(F)F)[C@@H](C=C)N([S@@](=O)C(C)(C)C)C ((S)-N-((R)-1-(3-hydroxy-5-(trifluoromethyl)phenyl)allyl)-N,2-dimethylpropane-2-sulfinamide). Yield: 82.8%. RXN SMILES: [CH3:1][N:2]([C@@H:9]([C:12]1[CH:17]=[C:16]([C:18]([F:21])([F:20])[F:19])[CH:15]=[C:14](B2OC(C)(C)C(C)(C)O2)[CH:13]=1)[CH:10]=[CH2:11])[S@:3]([C:5]([CH3:8])([CH3:7])[CH3:6])=[O:4].[OH-:31].[Na+].OO>C1COCC1>[OH:31][C:14]1[CH:13]=[C:12]([C@H:9]([N:2]([CH3:1])[S@:3]([C:5]([CH3:8])([CH3:7])[CH3:6])=[O:4])[CH:10]=[CH2:11])[CH:17]=[C:16]([C:18]([F:21])([F:20])[F:19])[CH:15]=1 |f:1.2|. Procedure: To a solution of (S)-N,2-dimethyl-N-((R)-1-(3-(4,4,5,5-tetramethyl-1,3,2-dioxaborolan-2-yl)-5-(trifluoromethyl)phenyl)allyl)propane-2-sulfinamide (800 mg, 1.8 mmol) and NaOH (144 mg, 3.6 mmol) in THF (10 mL), was added H2O2 (122 mg, 3.6 mmol) at 0° C. The reaction mixture was allowed to warm to room temperature and stirred for 2 h. After quenched with water, the resulting mixture was extracted with EtOAc. The organic layer was washed with brine, dried over anhydrous Na2SO4. and then concentrated... Starting materials: COC(C1=CC(=CC(=C1)C(=O)N(CCC)CCC)Br)=O (methyl-3-bromo-5-[(dipropylamino)carbonyl]benzoate), N1=CC=CC2=CC=CC(=C12)B(O)O (8-quinolineboronic acid), C([O-])([O-])=O.[Na+].[Na+] (sodium carbonate), mixture. Reagents/catalysts: C1(=CC=CC=C1)P(C1=CC=CC=C1)C1=CC=CC=C1.C1(=CC=CC=C1)P(C1=CC=CC=C1)C1=CC=CC=C1.C1(=CC=CC=C1)P(C1=CC=CC=C1)C1=CC=CC=C1.C1(=CC=CC=C1)P(C1=CC=CC=C1)C1=CC=CC=C1.[Pd] (Palladium tetrakis(triphenylphosphine)). Run in O (water), C1(=CC=CC=C1)C (toluene). Reaction conditions: temperature 22.5 celsius. The product is C(CC)N(C(=O)C=1C=C(C(=O)OC)C=C(C1)C=1C=CC=C2C=CC=NC12)CCC (methyl 3-[(dipropylamino)carbonyl]-5-(8-quinolinyl)benzoate). The yield is 77.7%. RXN SMILES: [CH3:1][O:2][C:3](=[O:20])[C:4]1[CH:9]=[C:8]([C:10]([N:12]([CH2:16][CH2:17][CH3:18])[CH2:13][CH2:14][CH3:15])=[O:11])[CH:7]=[C:6](Br)[CH:5]=1.[N:21]1[C:30]2[C:25](=[CH:26][CH:27]=[CH:28][C:29]=2B(O)O)[CH:24]=[CH:23][CH:22]=1.C(=O)([O-])[O-].[Na+].[Na+]>O.C1(C)C=CC=CC=1.C1(P(C2C=CC=CC=2)C2C=CC=CC=2)C=CC=CC=1.C1(P(C2C=CC=CC=2)C2C=CC=CC=2)C=CC=CC=1.C1(P(C2C=CC=CC=2)C2C=CC=CC=2)C=CC=CC=1.C1(P(C2C=CC=CC=2)C2C=CC=CC=2)C=CC=CC=1.[Pd]>[CH2:13]([N:12]([CH2:16][CH2:17][CH3:18])[C:10]([C:8]1[CH:9]=[C:4]([CH:5]=[C:6]([C:29]2[CH:28]=[CH:27][CH:26]=[C:25]3[C:30]=2[N:21]=[CH:22][CH:23]=[CH:24]3)[CH:7]=1)[C:3]([O:2][CH3:1])=[O:20])=[O:11])[CH2:14][CH3:15] |f:2.3.4,7.8.9.10.11|. Reported procedure: A mixture of methyl-3-bromo-5-[(dipropylamino)carbonyl]benzoate (XLVIII, 200 mg, 0.58 mmol), 8-quinolineboronic acid (200.6 mg, 1.2 mmol), sodium carbonate (870 Micro Liter of a 2 M mixture in water, 1.74 mmol) in toluene (6 mL) is degassed under reduced pressure for 15 minutes and purged with argon. Palladium tetrakis(triphenylphosphine) (139 mg, 0.12 mmol) is added and the reaction mixture is degassed under reduced pressure for 15 minutes and purged with argon. The reaction mixture is heated a... Starting materials: C[C@]12C(C([C@H](CC1)C2(C)C)=O)=O ((1S,4R)-1,7,7-trimethyl-bicyclo [2.2.1]heptane-2,3-dione), COP(OC)(=O)CC(=O)C1=C(C=C(C=C1)F)C ([2-(4-Fluoro-2-methyl-phenyl)-2-oxo-ethyl]-phosphonic acid dimethyl ester), O.NN (hydrazine monohydrate). The product is FC1=CC(=C(C=C1)C=1N=NC=2[C@]3(CC[C@@H](C2C1)C3(C)C)C)C ((1S,8R)-5-(4-Fluoro-2-methyl-phenyl)-1,11,11-trimethyl-3,4-diaza-tricyclo[6.2.1.02,7]undeca-2(7),3,5-triene). As a reaction SMILES: [CH3:1][C@@:2]12[C:8]([CH3:10])([CH3:9])[C@@H:5]([CH2:6][CH2:7]1)[C:4](=O)[C:3]2=O.COP([CH2:19][C:20]([C:22]1[CH:27]=[CH:26][C:25]([F:28])=[CH:24][C:23]=1[CH3:29])=O)(=O)OC.O.[NH2:31][NH2:32]>>[F:28][C:25]1[CH:26]=[CH:27][C:22]([C:20]2[N:31]=[N:32][C:3]3[C@:2]4([CH3:1])[C:8]([CH3:10])([CH3:9])[C@H:5]([C:4]=3[CH:19]=2)[CH2:6][CH2:7]4)=[C:23]([CH3:29])[CH:24]=1 |f:2.3|. Procedure: yellow solid. MS (ESI): 297.3 (MH+). Prepared from (1S,4R)-1,7,7-trimethyl-bicyclo [2.2.1]heptane-2,3-dione, [2-(4-Fluoro-2-methyl-phenyl)-2-oxo-ethyl]-phosphonic acid dimethyl ester, hydrazine monohydrate. Starting materials: O(C1=CC=CC=C1)C1=CC=C(C=C1)NC1=CC=NC2=CC(=CC=C12)C=1OC(=CC1)C1OCCO1 ((4-Phenoxyphenyl)-(7-(5-(1,3-dioxolan-2-yl)furan-2-yl)-quinolin-4-yl)amine), [OH-].[Na+] (sodium hydroxide). Solvent: Cl.O1CCCC1 (hydrochloric acid tetrahydrofuran). Product: O(C1=CC=CC=C1)C1=CC=C(C=C1)NC1=CC=NC2=CC(=CC=C12)C1=CC=C(O1)C=O (5-(4-(4-Phenoxyphenylamino)-quinolin-7-yl)furan-2-carbaldehyde). Yield: 95.0%. As a reaction SMILES: [O:1]([C:8]1[CH:13]=[CH:12][C:11]([NH:14][C:15]2[C:24]3[C:19](=[CH:20][C:21]([C:25]4[O:26][C:27]([CH:30]5OCC[O:31]5)=[CH:28][CH:29]=4)=[CH:22][CH:23]=3)[N:18]=[CH:17][CH:16]=2)=[CH:10][CH:9]=1)[C:2]1[CH:7]=[CH:6][CH:5]=[CH:4][CH:3]=1.[OH-].[Na+]>Cl.O1CCCC1>[O:1]([C:8]1[CH:9]=[CH:10][C:11]([NH:14][C:15]2[C:24]3[C:19](=[CH:20][C:21]([C:25]4[O:26][C:27]([CH:30]=[O:31])=[CH:28][CH:29]=4)=[CH:22][CH:23]=3)[N:18]=[CH:17][CH:16]=2)=[CH:12][CH:13]=1)[C:2]1[CH:3]=[CH:4][CH:5]=[CH:6][CH:7]=1 |f:1.2,3.4|. Procedure details: (4-Phenoxyphenyl)-(7-(5-(1,3-dioxolan-2-yl)furan-2-yl)-quinolin-4-yl)amine (1.4 g) was treated with 1M aqueous hydrochloric acid-tetrahydrofuran (60 ml, 1:1) in accordance with procedure C. Addition of 1 M aqueous sodium hydroxide solution to pH 10 followed by extraction with ethyl acetate, drying (magnesium sulfate) and concentration to dryness afforded a yellow solid (1.2 g); δH [2H6]DMSO 9.70 (1H, s), 9.10 (1H, s), 8.51 (2H, m), 8.35 (1H, s), 8.02 (1H, d), 7.73 (1H, d), 7.57 (1H, d), 7.42 (4H... Reactants: CC1=C(C(=NO1)C1=CC=CC=C1)COC1=NC=C(C(=O)O)C=C1 (6-(5-methyl-3-phenyl-isoxazol-4-ylmethoxy)-nicotinic acid), Cl.N[C@@H]1[C@H](CCCC1)O ((1S,2S)-2-amino-cyclohexanol hydrochloride). The product is O[C@@H]1[C@H](CCCC1)NC(C1=CN=C(C=C1)OCC=1C(=NOC1C)C1=CC=CC=C1)=O (N-((1S,2S)-2-Hydroxy-cyclohexyl)-6-(5-methyl-3-phenyl-isoxazol-4-ylmethoxy)-nicotinamide). Yield: 91.0%. As a reaction SMILES: [CH3:1][C:2]1[O:6][N:5]=[C:4]([C:7]2[CH:12]=[CH:11][CH:10]=[CH:9][CH:8]=2)[C:3]=1[CH2:13][O:14][C:15]1[CH:23]=[CH:22][C:18]([C:19]([OH:21])=O)=[CH:17][N:16]=1.Cl.[NH2:25][C@H:26]1[CH2:31][CH2:30][CH2:29][CH2:28][C@@H:27]1[OH:32]>>[OH:32][C@H:27]1[CH2:28][CH2:29][CH2:30][CH2:31][C@@H:26]1[NH:25][C:19](=[O:21])[C:18]1[CH:22]=[CH:23][C:15]([O:14][CH2:13][C:3]2[C:4]([C:7]3[CH:8]=[CH:9][CH:10]=[CH:11][CH:12]=3)=[N:5][O:6][C:2]=2[CH3:1])=[N:16][CH:17]=1 |f:1.2|. Procedure: As described for example 191, 6-(5-methyl-3-phenyl-isoxazol-4-ylmethoxy)-nicotinic acid (200 mg, 0.65 mmol) was converted, using (1S,2S)-2-amino-cyclohexanol hydrochloride (1:1) instead of 2-aminoethyl isopropylether, to the title compound (240 mg, 91%) which was obtained as a white solid. MS: m/e=408.3 [M+H]+. Starting materials: O=C([O-])[O-], CI, CC(C)=O, [K+], [K+], COc1cc(C(=O)C=Cc2c[nH]c3ccccc23)cc(OC)c1OC. Yields the product COc1cc(C(=O)C=Cc2cn(C)c3ccccc23)cc(OC)c1OC. Reaction SMILES: [C:28](=[O:29])([O-:30])[O-:31].[CH3:26][I:27].[CH3:34][C:35](=[O:36])[CH3:37].[K+:32].[K+:33].[nH:1]1[cH:2][c:3]([CH:10]=[CH:11][C:12](=[O:13])[c:14]2[cH:15][c:16]([O:24][CH3:25])[c:17]([O:22][CH3:23])[c:18]([O:20][CH3:21])[cH:19]2)[c:4]2[cH:5][cH:6][cH:7][cH:8][c:9]12>>[n:1]1([CH3:28])[cH:2][c:3]([CH:10]=[CH:11][C:12](=[O:13])[c:14]2[cH:15][c:16]([O:24][CH3:25])[c:17]([O:22][CH3:23])[c:18]([O:20][CH3:21])[cH:19]2)[c:4]2[cH:5][cH:6][cH:7][cH:8][c:9]12. Starting materials: OC=1C(=C(C2=CC=CC=C2C1)O)C(=O)O (Dihydroxynaphthalene-2-carboxylic acid), C(C)O (ethanol), S(=O)(Cl)Cl (thionyl chloride). Yields the product OC=1C(=CC2=CC=CC(=C2C1)O)C(=O)OCC (ethyl 3,5-dihydroxynaphthalene-2-carboxylate). As a reaction SMILES: [OH:1][C:2]1[C:3]([C:13]([OH:15])=[O:14])=[C:4](O)[C:5]2[C:10]([CH:11]=1)=[CH:9][CH:8]=[CH:7][CH:6]=2.S(Cl)(Cl)=[O:17].[CH2:20](O)[CH3:21]>>[OH:1][C:2]1[C:3]([C:13]([O:15][CH2:20][CH3:21])=[O:14])=[CH:4][C:5]2[C:10]([CH:11]=1)=[C:9]([OH:17])[CH:8]=[CH:7][CH:6]=2. Reported procedure: Dihydroxynaphthalene-2-carboxylic acid (25 g) was dissolved in 500 ml ethanol. To this was added 25 ml thionyl chloride. The solution was heated under reflux for 4 hours. Then the solvent was removed under reduced pressure and the resulting solid dissolved in 500 ml ethyl acetate. The organic phase was washed with aqueous potassium carbonate/potassium acetate (1M in each) (3×350 ml). The organic phase was dried over magnesium sulphate then the solvent removed under reduced pressure to yield ethy...